This data is from the Open Reaction Database (ORD), a public repository of structured organic reaction records. The task is: describe an organic reaction: reactants, conditions, products, and yield The reactants are O=[N+]([O-])c1ccccc1CCBr, CCOCC, NC1CCN(Cc2ccccc2)CC1. The product is O=[N+]([O-])c1ccccc1CCNC1CCN(Cc2ccccc2)CC1. As a reaction SMILES: [Br:1][CH2:2][CH2:3][c:4]1[c:5]([N+:10](=[O:11])[O-:12])[cH:6][cH:7][cH:8][cH:9]1.[CH3:27][CH2:28][O:29][CH2:30][CH3:31].[NH2:13][CH:14]1[CH2:15][CH2:16][N:17]([CH2:20][c:21]2[cH:22][cH:23][cH:24][cH:25][cH:26]2)[CH2:18][CH2:19]1>>[CH2:2]([CH2:3][c:4]1[c:5]([N+:10](=[O:11])[O-:12])[cH:6][cH:7][cH:8][cH:9]1)[NH:13][CH:14]1[CH2:15][CH2:16][N:17]([CH2:20][c:21]2[cH:22][cH:23][cH:24][cH:25][cH:26]2)[CH2:18][CH2:19]1. Starting materials: COC(=O)c1cc2c(s1)c(C1CCCCC1)c(-c1ccccc1)n2CC(=O)OC(C)(C)C, ClCCl, O=C(O)C(F)(F)F. The product is COC(=O)c1cc2c(s1)c(C1CCCCC1)c(-c1ccccc1)n2CC(=O)O. As a reaction SMILES: [C:1]([CH3:2])([CH3:3])([CH3:4])[O:5][C:6]([CH2:7][n:8]1[c:9]2[c:10]([c:11]([CH:19]3[CH2:20][CH2:21][CH2:22][CH2:23][CH2:24]3)[c:12]1-[c:13]1[cH:14][cH:15][cH:16][cH:17][cH:18]1)[s:25][c:26]([C:28](=[O:29])[O:30][CH3:31])[cH:27]2)=[O:32].[Cl:33][CH2:34][Cl:35].[F:36][C:37]([F:38])([F:39])[C:40]([OH:41])=[O:42]>>[O:5]=[C:6]([CH2:7][n:8]1[c:9]2[c:10]([c:11]([CH:19]3[CH2:20][CH2:21][CH2:22][CH2:23][CH2:24]3)[c:12]1-[c:13]1[cH:14][cH:15][cH:16][cH:17][cH:18]1)[s:25][c:26]([C:28](=[O:29])[O:30][CH3:31])[cH:27]2)[OH:32].